From a dataset of the Open Reaction Database (ORD), a public repository of structured organic reaction records. describe an organic reaction: reactants, conditions, products, and yield The reactants are CCCCCC, CN(C)C=O, C[Si](C)(C)Cl, Nc1ccccc1O, c1c[nH]cn1. Product: C[Si](C)(C)Oc1ccccc1N. As a reaction SMILES: [CH3:19][CH2:20][CH2:21][CH2:22][CH2:23][CH3:24].[CH3:25][N:26]([CH3:27])[CH:28]=[O:29].[Cl:14][Si:15]([CH3:16])([CH3:17])[CH3:18].[NH2:6][c:7]1[cH:8][cH:9][cH:10][cH:11][c:12]1[OH:13].[nH:1]1[cH:2][cH:3][n:4][cH:5]1>>[NH2:6][c:7]1[cH:8][cH:9][cH:10][cH:11][c:12]1[O:13][Si:15]([CH3:16])([CH3:17])[CH3:18]. Reactants: CS(=O)(=O)OCC1Cn2c(=O)ccc3ncc(=O)n1c32, CO, CC#N, ClCCl, CC(C)(C)OC(=O)NC1CCNCC1, c1ccncc1. Product: CC(C)(C)OC(=O)NC1CCN(CC2Cn3c(=O)ccc4ncc(=O)n2c43)CC1. RXN SMILES: [CH3:1][S:2]([O:3][CH2:6][CH:7]1[CH2:8][n:9]2[c:10](=[O:20])[cH:11][cH:12][c:13]3[n:14][cH:15][c:16](=[O:19])[n:17]1[c:18]23)(=[O:4])=[O:5].[CH3:41][OH:42].[CH3:43][C:44]#[N:45].[Cl:46][CH2:47][Cl:48].[NH:27]1[CH2:28][CH2:29][CH:30]([NH:33][C:34]([O:35][C:36]([CH3:37])([CH3:38])[CH3:39])=[O:40])[CH2:31][CH2:32]1.[cH:21]1[cH:22][cH:23][n:24][cH:25][cH:26]1>>[CH2:6]([CH:7]1[CH2:8][n:9]2[c:10](=[O:20])[cH:11][cH:12][c:13]3[n:14][cH:15][c:16](=[O:19])[n:17]1[c:18]23)[N:27]1[CH2:28][CH2:29][CH:30]([NH:33][C:34]([O:35][C:36]([CH3:37])([CH3:38])[CH3:39])=[O:40])[CH2:31][CH2:32]1. Reaction conditions: time 30 minute. The solvent is C(C)(=O)OCC (ethyl acetate). As a reaction SMILES: FC(F)(F)C(O)=O.C(OC(O[CH:16]([C:27]1[CH:32]=[C:31]([F:33])[CH:30]=[CH:29][C:28]=1[F:34])[C:17]1[N:21]([CH3:22])[C:20]2[CH:23]=[CH:24][CH:25]=[CH:26][C:19]=2[N:18]=1)=O)(C)(C)C.[Cl:35][C:36]1[CH:41]=[CH:40][C:39]([SH:42])=[CH:38][CH:37]=1.C(=O)([O-])[O-].[K+].[K+]>C(OCC)(=O)C>[Cl:35][C:36]1[CH:41]=[CH:40][C:39]([S:42][CH:16]([C:27]2[CH:32]=[C:31]([F:33])[CH:30]=[CH:29][C:28]=2[F:34])[C:17]2[N:21]([CH3:22])[C:20]3[CH:23]=[CH:24][CH:25]=[CH:26][C:19]=3[N:18]=2)=[CH:38][CH:37]=1 |f:3.4.5|. The reactants are FC(C(=O)O)(F)F (Trifluoroacetic acid), C(C)(C)(C)OC(=O)OC(C1=NC2=C(N1C)C=CC=C2)C2=C(C=CC(=C2)F)F (2-[(t-butoxycarbonyloxy)-(2,5-difluorophenyl)methyl]-1-methyl-1H-benzimidazole), ClC1=CC=C(C=C1)S (4-chlorobenzenethiol), C([O-])([O-])=O.[K+].[K+] (potassium carbonate). Yields the product ClC1=CC=C(C=C1)SC(C1=NC2=C(N1C)C=CC=C2)C2=C(C=CC(=C2)F)F (2-[[(4-Chlorophenyl)thio]-(2,5-difluorophenyl)methyl]-1-methyl-1H-benzimidazole). Yield: 89.3%. Reported procedure: Trifluoroacetic acid (2.0 ml) was added to the 2-[(t-butoxycarbonyloxy)-(2,5-difluorophenyl)methyl]-1-methyl-1H-benzimidazole (204 mg, 0.545 mmol) obtained in Referential Example 13. The resulting mixture was stirred at room temperature for 30 minutes. The reaction mixture was concentrated under reduced pressure. Dioxane was added to the residue, followed by further concentration under reduced pressure. The residue was dissolved in thionyl chloride (1.0 ml). One drop of dimethylformamide was add... The reactants are ice, [BH4-].[Na+] (sodium borohydride), CO (methanol), C(#N)C1(CCC(CC1)=O)C1=CC=CC=C1 (4-cyano-4-phenylcyclohexanone). Solvent: O1CCCC1 (tetrahydrofuran), O1CCCC1 (tetrahydrofuran). Conditions: time 30 minute. Yields the product C(#N)C1(CCC(CC1)O)C1=CC=CC=C1 (4-cyano-4-phenylcyclohexanol). Yield: 43.8%. Reaction SMILES: CO.[C:3]([C:5]1([C:12]2[CH:17]=[CH:16][CH:15]=[CH:14][CH:13]=2)[CH2:10][CH2:9][C:8](=[O:11])[CH2:7][CH2:6]1)#[N:4].[BH4-].[Na+]>O1CCCC1>[C:3]([C:5]1([C:12]2[CH:17]=[CH:16][CH:15]=[CH:14][CH:13]=2)[CH2:10][CH2:9][CH:8]([OH:11])[CH2:7][CH2:6]1)#[N:4] |f:2.3|. Procedure details: to an ice and methanol cooled solution of 4 g. (0.0205 M) of 4-cyano-4-phenylcyclohexanone (a) (prepared as in J. Chem. Soc. 1959, 1446) in 150 ml. of tetrahydrofuran, a suspension of 1 g. of sodium borohydride in 50 ml. of tetrahydrofuran is added in 5 ml. portions in in the course of about 10 minutes. The mixture is stirred for about 30 minutes and allowed to stand in the cold for about 18 hours. The bulk of the solvent is removed under vacuum and the residue treated with water. The precipitat... Reactants: solid, BrC=1C=CC2=C(N(C=N2)C2=CC=C(C=C2)OC)C1 (6-bromo-1-(4-methoxy-phenyl)-1H-benzo[d]imidazole), BrC=1C=CC2=C(N(C=N2)C2=CC=C(C=C2)OC)C1 (6-bromo-1-(4-methoxy-phenyl)-1H-benzo[d]imidazole), ClC1=CC=C(C=C1)N1N=CC=C1B(O)O (1-(4-chloro-phenyl)-1H-pyrazol-5-ylboronic acid), ClC1=CC=C(C=C1)N1N=CC=C1B(O)O (1-(4-chloro-phenyl)-1H-pyrazol-5-ylboronic acid). The product is ClC1=CC=C(C=C1)N1N=CC=C1C=1C=CC2=C(N(C=N2)C2=CC=C(C=C2)OC)C1 (6-[2-(4-Chloro-phenyl)-2H-pyrazol-3-yl]-1-(4-methoxy-phenyl)-1H-benzoimidazole). RXN SMILES: Br[C:2]1[CH:3]=[CH:4][C:5]2[N:9]=[CH:8][N:7]([C:10]3[CH:15]=[CH:14][C:13]([O:16][CH3:17])=[CH:12][CH:11]=3)[C:6]=2[CH:18]=1.[Cl:19][C:20]1[CH:25]=[CH:24][C:23]([N:26]2[C:30](B(O)O)=[CH:29][CH:28]=[N:27]2)=[CH:22][CH:21]=1>>[Cl:19][C:20]1[CH:21]=[CH:22][C:23]([N:26]2[C:30]([C:2]3[CH:3]=[CH:4][C:5]4[N:9]=[CH:8][N:7]([C:10]5[CH:15]=[CH:14][C:13]([O:16][CH3:17])=[CH:12][CH:11]=5)[C:6]=4[CH:18]=3)=[CH:29][CH:28]=[N:27]2)=[CH:24][CH:25]=1. Procedure details: The title compound, off-white solid (16 mg, 12%), MS (ISP) m/z=401.5 [(M+H)+], mp 163° C., was prepared in accordance with the general method of example 1 from 6-bromo-1-(4-methoxy-phenyl)-1H-benzo[d]imidazole (intermediate N) (100 mg, 330 μmol) and 1-(4-chloro-phenyl)-1H-pyrazol-5-ylboronic acid (intermediate D) (88.1 mg, 396 μmol). Reactants: C(#N)C1=NN(C=C1C#C)C1=C(C=C(C=C1Cl)C(F)(F)F)Cl (3-cyano-1-(2,6-dichloro-4-trifluoromethylphenyl)-4-ethynylpyrazole), compound, BrN1C(CCC1=O)=O (N-bromosuccinimide), CCOCC (ether), O (water). Reagents/catalysts: [N+](=O)([O-])[O-].[Ag+] (silver nitrate). Run in CC(=O)C (acetone). Conditions: time 60 minute. Product: BrC#CC=1C(=NN(C1)C1=C(C=C(C=C1Cl)C(F)(F)F)Cl)C#N (4-Bromoethynyl-3-cyano-1-(2,6-dichloro-4-trifluoromethylphenyl)pyrazole). RXN SMILES: [C:1]([C:3]1[C:7]([C:8]#[CH:9])=[CH:6][N:5]([C:10]2[C:15]([Cl:16])=[CH:14][C:13]([C:17]([F:20])([F:19])[F:18])=[CH:12][C:11]=2[Cl:21])[N:4]=1)#[N:2].[Br:22]N1C(=O)CCC1=O.CCOCC.O>CC(C)=O.[N+]([O-])([O-])=O.[Ag+]>[Br:22][C:9]#[C:8][C:7]1[C:3]([C:1]#[N:2])=[N:4][N:5]([C:10]2[C:15]([Cl:16])=[CH:14][C:13]([C:17]([F:20])([F:18])[F:19])=[CH:12][C:11]=2[Cl:21])[CH:6]=1 |f:5.6|. Reported procedure: To a stirred solution of 3-cyano-1-(2,6-dichloro-4-trifluoromethylphenyl)-4-ethynylpyrazole (100 mg, the compound of Example C5) in acetone (5 ml) was added N-bromosuccinimide (54.9 mg) and silver nitrate (5 mg). Stirring was continued at room temperature for 60 minutes. The reaction mixture was then poured into ether (10 ml) and water (10 ml). The organic layer was separated, dried (MgSO4) and evaporated. The residue was purified by column chromatography on silica gel eluted with dichloromethan... The reactants are O=C([O-])O, CC(=O)[O-], CC(=O)O, COCC1CCCNC1, O=C(Cl)CCl, Cl, [Na+], [Na+], C1CCOC1. Product: COCC1CCCN(C(=O)CCl)C1. RXN SMILES: [C:25](=[O:26])([O-:27])[OH:28].[CH3:12][C:13](=[O:14])[O-:15].[CH3:16][C:17](=[O:18])[OH:19].[CH3:2][O:3][CH2:4][CH:5]1[CH2:6][NH:7][CH2:8][CH2:9][CH2:10]1.[Cl:20][CH2:21][C:22](=[O:23])[Cl:24].[ClH:1].[Na+:11].[Na+:29].[O:30]1[CH2:31][CH2:32][CH2:33][CH2:34]1>>[CH3:2][O:3][CH2:4][CH:5]1[CH2:6][N:7]([C:22]([CH2:21][Cl:20])=[O:23])[CH2:8][CH2:9][CH2:10]1.